describe an organic reaction: reactants, conditions, products, and yield From a dataset of the Open Reaction Database (ORD), a public repository of structured organic reaction records. The reactants are BrC=1C(=CC(=C(C1)C1=NOC2=C1C=CC(=C2)OC)OC)OC (3-(5-bromo-2,4-dimethoxyphenyl)-6-methoxy-1,2-benzisoxazole), [Li]CCCC (n-BuLi), B(Br)(Br)Br (BBr3), IC (iodomethane). The solvent is C1CCOC1 (THF). Conditions: temperature -78 celsius, time 30 minute. Yields the product OC1=CC2=C(C(=NO2)C2=C(C=C(C(=C2)C)O)O)C=C1 (4-(6-Hydroxy-1,2-benzisoxazol-3-yl)-6-methylbenzene-1,3-diol). Yield: 80.6%. Reaction SMILES: Br[C:2]1[C:3]([O:21]C)=[CH:4][C:5]([O:19]C)=[C:6]([C:8]2[C:12]3[CH:13]=[CH:14][C:15]([O:17]C)=[CH:16][C:11]=3[O:10][N:9]=2)[CH:7]=1.[Li][CH2:24]CCC.IC.B(Br)(Br)Br>C1COCC1>[OH:17][C:15]1[CH:14]=[CH:13][C:12]2[C:8]([C:6]3[CH:7]=[C:2]([CH3:24])[C:3]([OH:21])=[CH:4][C:5]=3[OH:19])=[N:9][O:10][C:11]=2[CH:16]=1. Reported procedure: To a solution of 3-(5-bromo-2,4-dimethoxyphenyl)-6-methoxy-1,2-benzisoxazole (200 mg, 0.55 mmol) in THF (6 mL) at −78° C. was added n-BuLi (0.24 mL, 0.60 mmol, 2.5 M in hexanes) dropwise. The solution was stirred at −78° C. for 30 min and then iodomethane (60 μL, 0.96 mmol) was added dropwise. The cooling bath was switched to an ice bath and the solution was stirred at 0° C. for 2 h. The reaction was quenched with water, most of the solvent was removed in vacuo, and extraction was conducted in E... The reactants are N(=NC(=O)OCC)C(=O)OCC (diethyl azodicarboxylate), OC1=CC=C(CN2C=C(C(=C2)C2=CC=CC=C2)CCC(=O)OCC)C=C1 (ethyl 3-[1-(4-hydroxybenzyl)-4-phenyl-3-pyrrolyl]propionate), C(C1=CC=CO1)O (furfuryl alcohol), C1(=CC=CC=C1)P(C1=CC=CC=C1)C1=CC=CC=C1 (triphenyl phosphine). Run in O1CCCC1 (tetrahydrofuran), C1(=CC=CC=C1)C (toluene). Reaction conditions: time 8 hour. Yields the product O1C(=CC=C1)COC1=CC=C(CN2C=C(C(=C2)C2=CC=CC=C2)CCC(=O)OCC)C=C1 (ethyl 3-[1-[4-(2-furylmethoxy)benzyl]-4-phenyl-3-pyrrolyl]propionate). Yield: 58.0%. As a reaction SMILES: N(C(OCC)=O)=NC(OCC)=O.[OH:13][C:14]1[CH:38]=[CH:37][C:17]([CH2:18][N:19]2[CH:23]=[C:22]([C:24]3[CH:29]=[CH:28][CH:27]=[CH:26][CH:25]=3)[C:21]([CH2:30][CH2:31][C:32]([O:34][CH2:35][CH3:36])=[O:33])=[CH:20]2)=[CH:16][CH:15]=1.[CH2:39](O)[C:40]1[O:44][CH:43]=[CH:42][CH:41]=1.C1(P(C2C=CC=CC=2)C2C=CC=CC=2)C=CC=CC=1>O1CCCC1.C1(C)C=CC=CC=1>[O:44]1[CH:43]=[CH:42][CH:41]=[C:40]1[CH2:39][O:13][C:14]1[CH:38]=[CH:37][C:17]([CH2:18][N:19]2[CH:23]=[C:22]([C:24]3[CH:29]=[CH:28][CH:27]=[CH:26][CH:25]=3)[C:21]([CH2:30][CH2:31][C:32]([O:34][CH2:35][CH3:36])=[O:33])=[CH:20]2)=[CH:16][CH:15]=1. Procedure: A toluene solution (1.74 g) of 40% diethyl azodicarboxylate was added dropwise slowly to a mixture of ethyl 3-[1-(4-hydroxybenzyl)-4-phenyl-3-pyrrolyl]propionate (873 mg), furfuryl alcohol (0.216 ml), triphenyl phosphine (984 mg), and tetrahydrofuran (20 ml) at room temperature. After the solution was stirred overnight at room temperature, the reaction solvent was removed under reduced pressure. The residue was subjected to silica gel column chromatography, and ethyl 3-[1-[4-(2-furylmethoxy)benz... Reactants: Br, COC(=O)N1CCC(c2cc(=O)[nH]o2)CC1c1ccc(C(F)(F)F)cc1F. Product: O=c1cc(C2CCNC(c3ccc(C(F)(F)F)cc3F)C2)o[nH]1. As a reaction SMILES: [BrH:28].[F:1][c:2]1[c:3]([CH:12]2[N:13]([C:24]([O:25][CH3:26])=[O:27])[CH2:14][CH2:15][CH:16]([c:18]3[cH:19][c:20](=[O:23])[nH:21][o:22]3)[CH2:17]2)[cH:4][cH:5][c:6]([C:8]([F:9])([F:10])[F:11])[cH:7]1>>[F:1][c:2]1[c:3]([CH:12]2[NH:13][CH2:14][CH2:15][CH:16]([c:18]3[cH:19][c:20](=[O:23])[nH:21][o:22]3)[CH2:17]2)[cH:4][cH:5][c:6]([C:8]([F:9])([F:10])[F:11])[cH:7]1. Reactants: N1N=CC=C1 (pyrazole), ClC1=NC=NC(=C1CCC)CN1C(=NC=C1)C1=NC=CC=C1F (4-chloro-6-[2-(3-fluoro-pyridin-2-yl)-imidazol-1-ylmethyl]-5-propyl-pyrimidine), [H-].[Na+] (NaH). The solvent is C1CCOC1 (THF), C1CCOC1 (THF), C1CCOC1 (THF). Conditions: time 20 minute. Yields the product FC=1C(=NC=CC1)C=1N(C=CN1)CC1=NC=NC(=C1CCC)N1N=CC=C1 (4-[2-(3-Fluoro-pyridin-2-yl)-imidazol-1-ylmethyl]-5-propyl-6-pyrazol-1-yl-pyrimidine). RXN SMILES: [H-].[Na+].[NH:3]1[CH:7]=[CH:6][CH:5]=[N:4]1.Cl[C:9]1[C:14]([CH2:15][CH2:16][CH3:17])=[C:13]([CH2:18][N:19]2[CH:23]=[CH:22][N:21]=[C:20]2[C:24]2[C:29]([F:30])=[CH:28][CH:27]=[CH:26][N:25]=2)[N:12]=[CH:11][N:10]=1>C1COCC1>[F:30][C:29]1[C:24]([C:20]2[N:19]([CH2:18][C:13]3[C:14]([CH2:15][CH2:16][CH3:17])=[C:9]([N:3]4[CH:7]=[CH:6][CH:5]=[N:4]4)[N:10]=[CH:11][N:12]=3)[CH:23]=[CH:22][N:21]=2)=[N:25][CH:26]=[CH:27][CH:28]=1 |f:0.1|. Procedure details: To a suspension of NaH (15 mg, 60% in mineral oil, 0.37 mmol) in anhydrous THF (4 mL), a solution of pyrazole (20 mg, 0.3 mmol) in THF (3 mL) is added dropwise. The mixture is stirred at room temperature for 20 minutes. To the mixture, a solution of 4-chloro-6-[2-(3-fluoro-pyridin-2-yl)-imidazol-1-ylmethyl]-5-propyl-pyrimidine (100 mg, 0.3 mmol) in THF (3 mL) is added. The mixture is stirred at room temperature overnight. The solvent is removed in vacuo. The residue is dissolved in DCM, and the ... Starting materials: CC(C)OC(C)C, O=C1Nc2cccnc2N(C(=O)CCl)c2ccccc21, CN1CCCC1C1CCCNC1. Yields the product CN1CCCC1C1CCCN(CC(=O)N2c3ccccc3C(=O)Nc3cccnc32)C1. Reaction SMILES: [CH:33]([O:34][CH:35]([CH3:36])[CH3:37])([CH3:38])[CH3:39].[Cl:1][CH2:2][C:3](=[O:4])[N:5]1[c:6]2[c:7]([cH:17][cH:18][cH:19][n:20]2)[NH:8][C:9](=[O:16])[c:10]2[c:11]1[cH:12][cH:13][cH:14][cH:15]2.[NH:21]1[CH2:22][CH2:23][CH2:24][CH:25]([CH:27]2[N:28]([CH3:29])[CH2:30][CH2:31][CH2:32]2)[CH2:26]1>>[CH2:2]([C:3](=[O:4])[N:5]1[c:6]2[c:7]([cH:17][cH:18][cH:19][n:20]2)[NH:8][C:9](=[O:16])[c:10]2[c:11]1[cH:12][cH:13][cH:14][cH:15]2)[N:21]1[CH2:22][CH2:23][CH2:24][CH:25]([CH:27]2[N:28]([CH3:29])[CH2:30][CH2:31][CH2:32]2)[CH2:26]1. Reactants: CC(C)(C)C(=Cc1ccc(C(=C2CCCCC2)c2ccc(O)cc2)c(Cl)c1)C(=O)[O-], ClCCl, O=C(O)C(F)(F)F. Yields the product O=C(O)C=Cc1ccc(C(=C2CCCCC2)c2ccc(O)cc2)c(Cl)c1. Reaction SMILES: [CH3:8][C:9]([CH3:10])([CH3:11])[C:12]([C:13](=[O:14])[O-:15])=[CH:16][c:17]1[cH:18][c:19]([Cl:37])[c:20]([C:23]([c:24]2[cH:25][cH:26][c:27]([OH:30])[cH:28][cH:29]2)=[C:31]2[CH2:32][CH2:33][CH2:34][CH2:35][CH2:36]2)[cH:21][cH:22]1.[Cl:38][CH2:39][Cl:40].[OH:1][C:2]([C:3]([F:4])([F:5])[F:6])=[O:7]>>[CH:12]([C:13](=[O:14])[OH:15])=[CH:16][c:17]1[cH:18][c:19]([Cl:37])[c:20]([C:23]([c:24]2[cH:25][cH:26][c:27]([OH:30])[cH:28][cH:29]2)=[C:31]2[CH2:32][CH2:33][CH2:34][CH2:35][CH2:36]2)[cH:21][cH:22]1. The reactants are CCOC(=O)CNc1ccccc1-c1ccccc1, CC(=O)O, Cc1ccccc1, C=CS(=O)(=O)c1ccccc1C(F)(F)F. Product: CCOC(=O)C1CC(S(=O)(=O)c2ccccc2C(F)(F)F)CN1c1ccccc1-c1ccccc1. RXN SMILES: [CH2:1]([CH3:2])[O:3][C:4]([CH2:5][NH:6][c:7]1[c:8](-[c:13]2[cH:14][cH:15][cH:16][cH:17][cH:18]2)[cH:9][cH:10][cH:11][cH:12]1)=[O:19].[CH3:35][C:36](=[O:37])[OH:38].[CH3:39][c:40]1[cH:41][cH:42][cH:43][cH:44][cH:45]1.[CH:20](=[CH2:21])[S:22](=[O:23])(=[O:24])[c:25]1[c:26]([C:31]([F:32])([F:33])[F:34])[cH:27][cH:28][cH:29][cH:30]1>>[CH2:1]([CH3:2])[O:3][C:4]([CH:5]1[N:6]([c:7]2[c:8](-[c:13]3[cH:14][cH:15][cH:16][cH:17][cH:18]3)[cH:9][cH:10][cH:11][cH:12]2)[CH2:21][CH:20]([S:22](=[O:23])(=[O:24])[c:25]2[c:26]([C:31]([F:32])([F:33])[F:34])[cH:27][cH:28][cH:29][cH:30]2)[CH2:35]1)=[O:19]. The reactants are FC(C(=O)O)(F)F (Trifluoroacetic acid), OC1=C(C(=O)NC2=C(C(=O)OC(C)(C)C)C=CC(=C2)C2=CC=CC=C2)C=C(C=C1)OC1=CC=CC=C1 (tert-butyl 2-(2-hydroxy-5-phenoxybenzamido)-4-phenylbenzoate). Reaction conditions: time 3 hour. Yields the product OC1=C(C(=O)NC2=C(C(=O)O)C=CC(=C2)C2=CC=CC=C2)C=C(C=C1)OC1=CC=CC=C1 (2-(2-hydroxy-5-phenoxybenzamido)-4-phenylbenzoic acid). Yield: 79.9%. As a reaction SMILES: FC(F)(F)C(O)=O.[OH:8][C:9]1[CH:36]=[CH:35][C:34]([O:37][C:38]2[CH:43]=[CH:42][CH:41]=[CH:40][CH:39]=2)=[CH:33][C:10]=1[C:11]([NH:13][C:14]1[CH:26]=[C:25]([C:27]2[CH:32]=[CH:31][CH:30]=[CH:29][CH:28]=2)[CH:24]=[CH:23][C:15]=1[C:16]([O:18]C(C)(C)C)=[O:17])=[O:12]>>[OH:8][C:9]1[CH:36]=[CH:35][C:34]([O:37][C:38]2[CH:39]=[CH:40][CH:41]=[CH:42][CH:43]=2)=[CH:33][C:10]=1[C:11]([NH:13][C:14]1[CH:26]=[C:25]([C:27]2[CH:32]=[CH:31][CH:30]=[CH:29][CH:28]=2)[CH:24]=[CH:23][C:15]=1[C:16]([OH:18])=[O:17])=[O:12]. Procedure details: Trifluoroacetic acid (2.0 mL) was added to the obtained tert-butyl 2-(2-hydroxy-5-phenoxybenzamido)-4-phenylbenzoate (0.017 g), followed by stirring at room temperature for 3 hours. The solvent was evaporated under reduced pressure, and diisopropyl ether was added to the obtained residue. The solid substance was collected by filtration to obtain 0.012 g of 2-(2-hydroxy-5-phenoxybenzamido)-4-phenylbenzoic acid as a white solid.